From a dataset of the Open Reaction Database (ORD), a public repository of structured organic reaction records. describe an organic reaction: reactants, conditions, products, and yield Reactants: C(C=C)N(CCCCCCOC1=CC(=C(C=C1)C(=O)C1=CC=C(C=C1)Br)O)C ([4-[6-(allyl-methyl-amino)-hexyloxy]-2-hydroxy-phenyl]-(4-bromo-phenyl)-methanone), C(=C)[Mg]Cl (vinylmagnesium chloride), C([O-])(O)=O.[Na+] (sodium bicarbonate), C(C)(=O)O.O (acetic acid water). Run in C1CCOC1.CCOCC (THF ether), C(Cl)Cl (methylene chloride). The product is C(C=C)N(CCCCCCOC=1C=CC(=C(C1)O)C(C=C)(O)C1=CC=C(C=C1)Br)C ((RS)-5-[6-(allyl-methyl-amino)-hexyloxy]-2-[1-(4-bromo-phenyl)-1-hydroxy-allyl]-phenol). RXN SMILES: [CH2:1]([N:4]([CH3:28])[CH2:5][CH2:6][CH2:7][CH2:8][CH2:9][CH2:10][O:11][C:12]1[CH:17]=[CH:16][C:15]([C:18]([C:20]2[CH:25]=[CH:24][C:23]([Br:26])=[CH:22][CH:21]=2)=[O:19])=[C:14]([OH:27])[CH:13]=1)[CH:2]=[CH2:3].[CH:29]([Mg]Cl)=[CH2:30].C(O)(=O)C.O.C(=O)(O)[O-].[Na+]>C1COCC1.CCOCC.C(Cl)Cl>[CH2:1]([N:4]([CH3:28])[CH2:5][CH2:6][CH2:7][CH2:8][CH2:9][CH2:10][O:11][C:12]1[CH:17]=[CH:16][C:15]([C:18]([C:20]2[CH:25]=[CH:24][C:23]([Br:26])=[CH:22][CH:21]=2)([OH:19])[CH:29]=[CH2:30])=[C:14]([OH:27])[CH:13]=1)[CH:2]=[CH2:3] |f:2.3,4.5,6.7|. Reported procedure: 1.0 g of [4-[6-(allyl-methyl-amino)-hexyloxy]-2-hydroxy-phenyl]-(4-bromo-phenyl)-methanone in 9 ml of THF/ether (1:1) is added dropwise during 45 min. at 0° C. to 4.8 ml (1.7M in THF) vinylmagnesium chloride solution. The reaction solution is warmed to room temperature overnight, treated with 3 ml of acetic acid/water (1:1) and worked-up with saturated sodium bicarbonate solution/methylene chloride. After drying the organic phase is concentrated and purified over silica gel with methylene chlori... The reactants are ClC1=NC=C(C(=N1)NC1=CC(=CC=C1)O)F (2-chloro-5-fluoro-N4-(3-hydroxyphenyl)-4-pyrimidineamine), C(C)(C)(C)C=1C=C(N)C=CC1 (3-tert-butylaniline). Product: C(C)(C)(C)C=1C=C(C=CC1)NC1=NC=C(C(=N1)NC1=CC(=CC=C1)O)F (N2-(3-tert-butylphenyl)-5-fluoro-N4-(3-hydroxyphenyl)-2,4-pyrimidinediamine). RXN SMILES: Cl[C:2]1[N:7]=[C:6]([NH:8][C:9]2[CH:14]=[CH:13][CH:12]=[C:11]([OH:15])[CH:10]=2)[C:5]([F:16])=[CH:4][N:3]=1.[C:17]([C:21]1[CH:22]=[C:23]([CH:25]=[CH:26][CH:27]=1)[NH2:24])([CH3:20])([CH3:19])[CH3:18]>>[C:17]([C:21]1[CH:22]=[C:23]([NH:24][C:2]2[N:7]=[C:6]([NH:8][C:9]3[CH:14]=[CH:13][CH:12]=[C:11]([OH:15])[CH:10]=3)[C:5]([F:16])=[CH:4][N:3]=2)[CH:25]=[CH:26][CH:27]=1)([CH3:20])([CH3:18])[CH3:19]. Procedure: In like manner to the preparation of N4-(3,4-ethylenedioxyphenyl)-5-fluoro-N2-(3-hydroxyphenyl)-2,4-pyrimidinediamine, the reaction of 2-chloro-5-fluoro-N4-(3-hydroxyphenyl)-4-pyrimidineamine with 3-tert-butylaniline gave N2-(3-tert-butylphenyl)-5-fluoro-N4-(3-hydroxyphenyl)-2,4-pyrimidinediamine. LCMS: ret. time: 23.82 min.; purity: 100%; MS (m/e): 353 (MH+); 1H NMR (CDCl3): δ 7.96 (1H, d, J=3 Hz), 7.61 (1H, ddd, J=7.5, 2.2 and 0.9 Hz), 7.49 (1H, t, J=2.5 Hz), 7.27 (1H, m), 7.18 (1H, t, J=8.1 H... The reactants are CCOC(C)=O, C=C(C)C1CCC(C)C2(O)C1C=C(C)C(OC(=O)Nc1ccccc1)C2OC(=O)C1CC2(O)c3cccc(Cl)c3N(C)OC2N1, [H][H], O=[Pt]=O. Product: CC1=CC2C(C(C)C)CCC(C)C2(O)C(OC(=O)C2CC3(O)c4cccc(Cl)c4N(C)OC3N2)C1OC(=O)Nc1ccccc1. As a reaction SMILES: [CH3:48][CH2:49][O:50][C:51](=[O:52])[CH3:53].[Cl:1][c:2]1[cH:3][cH:4][cH:5][c:6]2[c:11]1[N:10]([CH3:12])[O:9][CH:8]1[C:7]2([OH:45])[CH2:15][CH:14]([C:16](=[O:17])[O:18][CH:19]2[CH:20]([O:35][C:36](=[O:37])[NH:38][c:39]3[cH:40][cH:41][cH:42][cH:43][cH:44]3)[C:21]([CH3:34])=[CH:22][CH:23]3[CH:24]([C:31](=[CH2:32])[CH3:33])[CH2:25][CH2:26][CH:27]([CH3:30])[C:28]23[OH:29])[NH:13]1.[H:46][H:47].[Pt:54](=[O:55])=[O:56]>>[Cl:1][c:2]1[cH:3][cH:4][cH:5][c:6]2[c:11]1[N:10]([CH3:12])[O:9][CH:8]1[C:7]2([OH:45])[CH2:15][CH:14]([C:16](=[O:17])[O:18][CH:19]2[CH:20]([O:35][C:36](=[O:37])[NH:38][c:39]3[cH:40][cH:41][cH:42][cH:43][cH:44]3)[C:21]([CH3:34])=[CH:22][CH:23]3[CH:24]([CH:31]([CH3:32])[CH3:33])[CH2:25][CH2:26][CH:27]([CH3:30])[C:28]23[OH:29])[NH:13]1. Starting materials: C(C)(=O)Cl (acetyl chloride), Cl.NC1CC2=CC=CC=C2C1 (2-aminoindan hydrochloride), C([O-])([O-])=O.[K+].[K+] (potassium carbonate), O (water). The solvent is C(C)(=O)OCC (ethyl acetate). Conditions: temperature 0 celsius, time 1.5 hour. The product is C(C)(=O)NC1CC2=CC=CC=C2C1 (2-acetylaminoindan). The yield is 88.4%. RXN SMILES: Cl.[NH2:2][CH:3]1[CH2:11][C:10]2[C:5](=[CH:6][CH:7]=[CH:8][CH:9]=2)[CH2:4]1.C(=O)([O-])[O-].[K+].[K+].O.[C:19](Cl)(=[O:21])[CH3:20]>C(OCC)(=O)C>[C:19]([NH:2][CH:3]1[CH2:11][C:10]2[C:5](=[CH:6][CH:7]=[CH:8][CH:9]=2)[CH2:4]1)(=[O:21])[CH3:20] |f:0.1,2.3.4|. Procedure details: To a mixture of 2-aminoindan hydrochloride (10.40 g), potassium carbonate (34.2 g), water (100 ml) and ethyl acetate (150 ml) is added dropwise acetyl chloride (9.68 g) under ice cooling. The mixture is stirred at 0° C. for 1.5 hour, and the ethyl acetate layer is separated, washed with aqueous saline solution, dried, and then the solvent is distilled off under reduced pressure. The residue is recrystallized from ethyl acetate - n-hexane to give 2-acetylaminoindan (9.5 g) as colorless crystals. ... The reactants are CI, [H-], [Na+], CN(C)C=O, O, Oc1ccc2cccnc2c1. As a reaction SMILES: [CH3:14][I:15].[H-:2].[Na+:1].[O:17]=[CH:18][N:19]([CH3:20])[CH3:21].[OH2:16].[n:3]1[cH:4][cH:5][cH:6][c:7]2[cH:8][cH:9][c:10]([OH:13])[cH:11][c:12]12>>[n:3]1[cH:4][cH:5][cH:6][c:7]2[cH:8][cH:9][c:10]([O:13][CH3:14])[cH:11][c:12]12. The product is COc1ccc2cccnc2c1.